describe an organic reaction: reactants, conditions, products, and yield From a dataset of the Open Reaction Database (ORD), a public repository of structured organic reaction records. The reactants are CN(C)C=O, Cc1ccc(S(=O)(=O)N2CCCC(CI)c3ccccc32)cc1, N#C[K], C1COCCOCCOCCOCCOCCO1. Yields the product Cc1ccc(S(=O)(=O)N2CCCC(CC#N)c3ccccc32)cc1. RXN SMILES: [CH3:45][N:46]([CH3:47])[CH:48]=[O:49].[I:1][CH2:2][CH:3]1[CH2:4][CH2:5][CH2:6][N:7]([S:14](=[O:15])(=[O:16])[c:17]2[cH:18][cH:19][c:20]([CH3:23])[cH:21][cH:22]2)[c:8]2[c:9]1[cH:10][cH:11][cH:12][cH:13]2.[K:24][C:25]#[N:26].[O:27]1[CH2:28][CH2:29][O:30][CH2:31][CH2:32][O:33][CH2:34][CH2:35][O:36][CH2:37][CH2:38][O:39][CH2:40][CH2:41][O:42][CH2:43][CH2:44]1>>[CH2:2]([CH:3]1[CH2:4][CH2:5][CH2:6][N:7]([S:14](=[O:15])(=[O:16])[c:17]2[cH:18][cH:19][c:20]([CH3:23])[cH:21][cH:22]2)[c:8]2[c:9]1[cH:10][cH:11][cH:12][cH:13]2)[C:25]#[N:26]. Reactants: C(C)(C)(C)OC(=O)N1[C@@H](CC(C1)=NOC)C(=O)O ((2S,4EZ)-1-(tert-butoxycarbonyl)-4-(methoxyimino)-2-pyrrolidinecarboxylic acid), C1(=CC=C(C=C1)C(=O)Cl)C1=CC=CC=C1 ([1,1′-biphenyl]-4-carbonyl chloride), N[C@H]1[C@H]([C@@H]2CC[C@H]1C2)CO ([(1R,2S,3R,4S)-3-aminobicyclo[2.2.1]hept-2-yl]methanol). The product is C1(=CC=C(C=C1)C(=O)N1[C@@H](C\C(\C1)=N/OC)C(=O)N[C@@H]1[C@H]2CC[C@@H]([C@@H]1CO)C2)C2=CC=CC=C2 ((2S,4E)-1-([1,1′-biphenyl]-4-ylcarbonyl)-N-[(1S,2R,3S,4R)-3-(hydroxymethyl)bicyclo[2.2.1]hept-2-yl]-4-(methoxyimino)-2-pyrrolidinecarboxamide). Reaction SMILES: C(O[C:6]([N:8]1[CH2:12][C:11](=[N:13][O:14][CH3:15])[CH2:10][C@H:9]1[C:16]([OH:18])=O)=[O:7])(C)(C)C.[C:19]1([C:28]2[CH:33]=[CH:32][CH:31]=[CH:30][CH:29]=2)[CH:24]=[CH:23][C:22](C(Cl)=O)=[CH:21][CH:20]=1.[NH2:34][C@@H:35]1[C@@H:40]2[CH2:41][C@@H:37]([CH2:38][CH2:39]2)[C@@H:36]1[CH2:42][OH:43]>>[C:28]1([C:19]2[CH:20]=[CH:21][CH:22]=[CH:23][CH:24]=2)[CH:29]=[CH:30][C:31]([C:6]([N:8]2[CH2:12]/[C:11](=[N:13]/[O:14][CH3:15])/[CH2:10][C@H:9]2[C:16]([NH:34][C@H:35]2[C@@H:36]([CH2:42][OH:43])[C@H:37]3[CH2:41][C@@H:40]2[CH2:39][CH2:38]3)=[O:18])=[O:7])=[CH:32][CH:33]=1. Procedure details: Following the general method as outlined in Example 22, starting from (2S,4EZ)-1-(tert-butoxycarbonyl)-4-(methoxyimino)-2-pyrrolidinecarboxylic acid, [1,1′-biphenyl]-4-carbonyl chloride, and [(1R,2S,3R,4S)-3-aminobicyclo[2.2.1]hept-2-yl]methanol, the title compound was obtained in 64% purity by HPLC. MS(ESI+): m/z=462. Starting materials: FC1=C(C=CC(=C1)I)N1C(N(C(C=C1NC)=O)C)=O (1-(2-fluoro-4-iodophenyl)-3-methyl-6-methylamino-1H-pyrimidine-2,4-dione), FC1=C(C=CC(=C1)I)N1C(N(C(C=C1NC)=O)C)=O (1-(2-fluoro-4-iodophenyl)-3-methyl-6-methylamino-1H-pyrimidine-2,4-dione), CC(C(=O)O)C(=O)O (2-methylmalonic acid). The solvent is C(C)(=O)OC(C)=O (acetic anhydride). Run at temperature 95 celsius. The product is FC1=C(C=CC(=C1)I)N1C(N(C(C2=C1N(C(C(=C2O)C)=O)C)=O)C)=O (1-(2-fluoro-4-iodophenyl)-5-hydroxy-3,6,8-trimethyl-1H,8H-pyrido[2,3-d]pyrimidine-2,4,7-trione). Yield: 37.2%. As a reaction SMILES: [F:1][C:2]1[CH:7]=[C:6]([I:8])[CH:5]=[CH:4][C:3]=1[N:9]1[C:14]([NH:15][CH3:16])=[CH:13][C:12](=[O:17])[N:11]([CH3:18])[C:10]1=[O:19].[CH3:20][CH:21]([C:25]([OH:27])=O)[C:22]([OH:24])=O>C(OC(=O)C)(=O)C>[F:1][C:2]1[CH:7]=[C:6]([I:8])[CH:5]=[CH:4][C:3]=1[N:9]1[C:14]2[N:15]([CH3:16])[C:25](=[O:27])[C:21]([CH3:20])=[C:22]([OH:24])[C:13]=2[C:12](=[O:17])[N:11]([CH3:18])[C:10]1=[O:19]. Procedure: To a 6:5 mixture (59.6 g) of 1-(2-fluoro-4-iodophenyl)-3-methyl-6-methylamino-1H-pyrimidine-2,4-dione 67 and 3-(2-fluoro-4-iodophenyl)-1-methyl-6-methylamino-1H-pyrimidine-2,4-dione 68 obtained in Step 4 and 2-methyl-malonic acid 54 (20.7 g) was added acetic anhydride (180 ml), and the mixture was stirred with heating at 95° C. for 1 hr. After allowing to cool to room temperature, the mixture was concentrated under reduced pressure. Tetrahydrofuran (350 ml) was added to the residue, and the mixt... Starting materials: C1(=CC=CC=C1)C(C1=CC=CC=C1)=NC=1C=C(C=NC1)C(O)C1=CNC=2N=CN=CC21 ((5-((Diphenylmethylene)amino)pyridin-3-yl)(7H-pyrrolo[2,3-d]pyrimidin-5-yl)methanol). Reagents/catalysts: O=[Mn]=O (MnO2), O=[Mn]=O (MnO2). Solvent: CC#N (MeCN). Run at temperature 50 celsius, time 8 hour. Product: C1(=CC=CC=C1)C(C1=CC=CC=C1)=NC=1C=C(C=NC1)C(=O)C1=CNC=2N=CN=CC21 ((5-((Diphenylmethylene)amino)pyridin-3-yl)(7H-pyrrolo[2,3-d]pyrimidin-5-yl)methanone). The yield is 61.0%. Reaction SMILES: [C:1]1([C:7](=[N:14][C:15]2[CH:16]=[C:17]([CH:21]([C:23]3[C:31]4[CH:30]=[N:29][CH:28]=[N:27][C:26]=4[NH:25][CH:24]=3)[OH:22])[CH:18]=[N:19][CH:20]=2)[C:8]2[CH:13]=[CH:12][CH:11]=[CH:10][CH:9]=2)[CH:6]=[CH:5][CH:4]=[CH:3][CH:2]=1>CC#N.O=[Mn]=O>[C:1]1([C:7](=[N:14][C:15]2[CH:16]=[C:17]([C:21]([C:23]3[C:31]4[CH:30]=[N:29][CH:28]=[N:27][C:26]=4[NH:25][CH:24]=3)=[O:22])[CH:18]=[N:19][CH:20]=2)[C:8]2[CH:9]=[CH:10][CH:11]=[CH:12][CH:13]=2)[CH:6]=[CH:5][CH:4]=[CH:3][CH:2]=1. Reported procedure: To a stirred solution of (5-((Diphenylmethylene)amino)pyridin-3-yl)(7H-pyrrolo[2,3-d]pyrimidin-5-yl)methanol (Preparation 194, 1820 mg, 4.5 mmol) in MeCN (45 mL) was added MnO2 (1960 mg, 22.5 mmol) portionwise and the resulting mixture stirred at 50° C. overnight. Another portion of MnO2 (1960 mg, 22.5 mmol) was added to the reaction and the mixture heated to reflux for 5 hr. After cooling to room temperature, the reaction mixture was filtered through a pad of arbocel, the filter cake rinsed wit... Reactants: O=[N+]([O-])c1ccc(OC2CCCN(Cc3ccccc3)C2)cc1, C1CCOC1, CC(C)(C)[O-], O=S(=O)(CCl)c1cccc2ccccc12, Cl, [K+]. Product: O=[N+]([O-])c1ccc(OC2CCCN(Cc3ccccc3)C2)cc1CS(=O)(=O)c1cccc2ccccc12. Reaction SMILES: [CH2:1]([c:2]1[cH:3][cH:4][cH:5][cH:6][cH:7]1)[N:8]1[CH2:9][CH:10]([O:14][c:15]2[cH:16][cH:17][c:18]([N+:21](=[O:22])[O-:23])[cH:19][cH:20]2)[CH2:11][CH2:12][CH2:13]1.[CH2:46]1[O:47][CH2:48][CH2:49][CH2:50]1.[CH3:39][C:40]([CH3:41])([O-:42])[CH3:43].[Cl:24][CH2:25][S:26](=[O:27])(=[O:28])[c:29]1[cH:30][cH:31][cH:32][c:33]2[cH:34][cH:35][cH:36][cH:37][c:38]12.[ClH:45].[K+:44]>>[CH2:1]([c:2]1[cH:3][cH:4][cH:5][cH:6][cH:7]1)[N:8]1[CH2:9][CH:10]([O:14][c:15]2[cH:16][cH:17][c:18]([N+:21](=[O:22])[O-:23])[c:19]([CH2:25][S:26](=[O:27])(=[O:28])[c:29]3[cH:30][cH:31][cH:32][c:33]4[cH:34][cH:35][cH:36][cH:37][c:38]34)[cH:20]2)[CH2:11][CH2:12][CH2:13]1.